Dataset: the Open Reaction Database (ORD), a public repository of structured organic reaction records. Task: describe an organic reaction: reactants, conditions, products, and yield The reactants are ClC1=CC2=C(C=C1)C1=NN(CC1(CO2)C(C)C)C(=O)NC2=CC=C(C=C2)C(F)(F)F (7-Chloro-2,3,3a,4-tetrahydro-3a-(1-methylethyl)-N-[4-(trifluoromethyl)phenyl][1]benzopyrano[4,3-c]pyrazole-2-carboxamide), P(Cl)(Cl)(Cl)(Cl)Cl (phosphorous pentachloride), C([O-])(O)=O.[Na+] (sodium bicarbonate). The solvent is C1=CC=CC=C1 (benzene). The product is ClC1=CC2=C(C=C1)C1=NN(CC1(CO2)C(C)C)C(=NC2=CC=C(C=C2)C(F)(F)F)Cl (7-Chloro-2,3,3a,4-tetrahydro-3a-(1-methylethyl)-N-[4-(trifluoromethyl)phenyl][1]-benzopyrano[4,3-c]pyrazole-2-carboximidoyl chloride). Yield: 7.3%. RXN SMILES: [Cl:1][C:2]1[CH:7]=[CH:6][C:5]2[C:8]3[C:12]([CH:15]([CH3:17])[CH3:16])([CH2:13][O:14][C:4]=2[CH:3]=1)[CH2:11][N:10]([C:18]([NH:20][C:21]1[CH:26]=[CH:25][C:24]([C:27]([F:30])([F:29])[F:28])=[CH:23][CH:22]=1)=O)[N:9]=3.P(Cl)(Cl)(Cl)(Cl)[Cl:32].C(=O)(O)[O-].[Na+]>C1C=CC=CC=1>[Cl:1][C:2]1[CH:7]=[CH:6][C:5]2[C:8]3[C:12]([CH:15]([CH3:17])[CH3:16])([CH2:13][O:14][C:4]=2[CH:3]=1)[CH2:11][N:10]([C:18]([Cl:32])=[N:20][C:21]1[CH:26]=[CH:25][C:24]([C:27]([F:30])([F:29])[F:28])=[CH:23][CH:22]=1)[N:9]=3 |f:2.3|. Procedure: To 0.50 g (0.0012 mol) of the product obtained in Step C in 20 mL of benzene was added 0.25 g (0.0012 mol) of phosphorous pentachloride. The reaction mixture was refluxed for 42 hours, cooled to room temperature, poured into a saturated solution of sodium bicarbonate (100 mL) and extracted with ethyl acetate (3×50 mL). The ethyl acetate was washed with brine (100 mL), dried over anhydrous magnesium sulfate, filtered and concentrated under reduced pressure to afford an off-white solid. The solid ... Reagents/catalysts: [Pd] (Pd/C). Reaction conditions: time 45 minute. The reactants are CN1CC[C@]23C4=C5C=CC(=C4O[C@H]2C(=O)CC[C@]3([C@H]1C5)O)OC (oxycodone), O (water). Reaction SMILES: [CH3:1][N:2]1[C@@H:19]2[CH2:20][C:7]3[CH:8]=[CH:9][C:10]([O:22][CH3:23])=[C:11]4[O:12][C@H:13]5[C:14]([CH2:16][CH2:17][C@:18]2([OH:21])[C@:5]5([C:6]=34)[CH2:4][CH2:3]1)=[O:15].[OH2:24]>[Pd].C(O)=O>[CH3:1][N:2]1[C@@H:19]2[CH2:20][C:7]3[CH:8]=[CH:9][C:10]([O:22][CH3:23])=[C:11]4[O:12][C@H:13]5[C:14]([CH2:16][CH2:17][C@:18]2([OH:21])[C@:5]5([C:6]=34)[CH2:4][CH2:3]1)=[O:15].[OH-:24].[NH4+:2] |f:5.6|. Yields the product CN1CC[C@]23C4=C5C=CC(=C4O[C@H]2C(=O)CC[C@]3([C@H]1C5)O)OC (oxycodone), [OH-].[NH4+] (ammonium hydroxide). Procedure: Pd/C Catalyst was filtered off and ammonium hydroxide was used for the oxycodone base precipitation (˜60 mL) at temperature less than 15° C. Precipitated product was washed with water (2×75 mL) and dried on filter giving 28.07 g of oxycodone base. The oxycodone base was transferred into 250-mL RBF with Pd/C catalyst (0.59 g) and water (120 mL). Formic acid (4.36 mL) was added (pH 2.1) and stirring continued for 45 minutes at 50-60° C. The reaction mixture was cooled to ambient temperature, catal... Solvent: C(=O)O (Formic acid). The reactants are NC1=C(C=NN1C1CC1)C=1C(=C2CC[C@@H](N(C2=CC1)C(=O)C1CC1)C)OC1CCC1 (((2S)-6-(5-amino-1-cyclopropyl-1H-pyrazol-4-yl)-5-cyclobutoxy-2-methyl-3,4-dihydroquinolin-1(2H)-yl)(cyclopropyl)methanone), [OH-].[Na+] (sodium hydroxide), Cl (HCl), CS(=O)(=O)Cl (Methanesulfonyl chloride). The solvent is O1CCOCC1 (1,4-dioxane). Conditions: time 8 hour. Yields the product C1(CCC1)OC1=C2CC[C@@H](N(C2=CC=C1C=1C=NN(C1NS(=O)(=O)C)C1CC1)C(=O)C1CC1)C (N-(4-((2S)-5-cyclobutoxy-1-(cyclopropanecarbonyl)-2-methyl-1,2,3,4-tetrahydroquinolin-6-yl)-1-cyclopropyl-1H-pyrazol-5-yl)methanesulfonamide). Reaction SMILES: [NH2:1][C:2]1[N:6]([CH:7]2[CH2:9][CH2:8]2)[N:5]=[CH:4][C:3]=1[C:10]1[C:11]([O:26][CH:27]2[CH2:30][CH2:29][CH2:28]2)=[C:12]2[C:17](=[CH:18][CH:19]=1)[N:16]([C:20]([CH:22]1[CH2:24][CH2:23]1)=[O:21])[C@@H:15]([CH3:25])[CH2:14][CH2:13]2.[OH-].[Na+].[CH3:33][S:34](Cl)(=[O:36])=[O:35].Cl>O1CCOCC1>[CH:27]1([O:26][C:11]2[C:10]([C:3]3[CH:4]=[N:5][N:6]([CH:7]4[CH2:9][CH2:8]4)[C:2]=3[NH:1][S:34]([CH3:33])(=[O:36])=[O:35])=[CH:19][CH:18]=[C:17]3[C:12]=2[CH2:13][CH2:14][C@H:15]([CH3:25])[N:16]3[C:20]([CH:22]2[CH2:24][CH2:23]2)=[O:21])[CH2:28][CH2:29][CH2:30]1 |f:1.2|. Reported procedure: An 8-mL round-bottom flask was charged with ((2S)-6-(5-amino-1-cyclopropyl-1H-pyrazol-4-yl)-5-cyclobutoxy-2-methyl-3,4-dihydroquinolin-1(2H)-yl)(cyclopropyl)methanone (0.020 g, 0.05 mmol), 1,4-dioxane (1 mL) and 4 M aqueous sodium hydroxide solution (1 mL). Methanesulfonyl chloride (0.028 g, 0.019 mL, 0.24 mmol) was added, and the resulting solution stirred overnight at room temperature. The pH of the reaction mixture was adjusted to 7 with 1 N aqueous HCl solution, and the mixture was extracted... Starting materials: OC1=C(C(NC1C(C)C)=O)C(C=1NC2=CC=CC=C2C1CCOC(C)=O)C1=CC=CC=C1 (acetic acid 2-{2-[(4-hydroxy-5-isopropyl-2-oxo-2,5-dihydro-1H-pyrrol-3-yl)-phenyl-methyl]-1H-indol-3-yl}-ethyl ester), [Li+].[OH-] (LiOH). Run in CO (MeOH). Yields the product OC1=C(C(NC1C(C)C)=O)C(C1=CC=CC=C1)C=1NC2=CC=CC=C2C1CCO (4-Hydroxy-3-{[3-(2-hydroxy-ethyl)-1H-indol-2-yl]-phenyl-methyl}-5-isopropyl-1,5-dihydro-pyrrol-2-one). RXN SMILES: [OH:1][C:2]1[CH:6]([CH:7]([CH3:9])[CH3:8])[NH:5][C:4](=[O:10])[C:3]=1[CH:11]([C:27]1[CH:32]=[CH:31][CH:30]=[CH:29][CH:28]=1)[C:12]1[NH:13][C:14]2[C:19]([C:20]=1[CH2:21][CH2:22][O:23]C(=O)C)=[CH:18][CH:17]=[CH:16][CH:15]=2.[Li+].[OH-]>CO>[OH:1][C:2]1[CH:6]([CH:7]([CH3:8])[CH3:9])[NH:5][C:4](=[O:10])[C:3]=1[CH:11]([C:12]1[NH:13][C:14]2[C:19]([C:20]=1[CH2:21][CH2:22][OH:23])=[CH:18][CH:17]=[CH:16][CH:15]=2)[C:27]1[CH:32]=[CH:31][CH:30]=[CH:29][CH:28]=1 |f:1.2|. Procedure details: A solution of acetic acid 2-{2-[(4-hydroxy-5-isopropyl-2-oxo-2,5-dihydro-1H-pyrrol-3-yl)-phenyl-methyl]-1H-indol-3-yl}-ethyl ester (40 mg) and LiOH (8.5 mg ) in MeOH (0.5 ml) was stirred at 22° C. for 30 min and evaporated. The residue was partitioned between 0.1 N aqueous HCl and AcOEt and the organic layer was dried and evaporated. The residue was chromatographed on silica using CH2Cl2/MeOH (10:3) to give the title compound as an orange foam. MS: 391.1 ([M+H]+). Reactants: CCO, ClCCCc1c[nH]cn1, O, Nc1cc[nH]c(=S)n1. Product: Nc1ccnc(SCCCc2c[nH]cn2)n1. Reaction SMILES: [CH3:19][CH2:20][OH:21].[Cl:9][CH2:10][CH2:11][CH2:12][c:13]1[n:14][cH:15][nH:16][cH:17]1.[OH2:18].[nH:1]1[c:2](=[S:3])[n:4][c:5]([NH2:6])[cH:7][cH:8]1>>[n:1]1[c:2]([S:3][CH2:10][CH2:11][CH2:12][c:13]2[n:14][cH:15][nH:16][cH:17]2)[n:4][c:5]([NH2:6])[cH:7][cH:8]1. The reactants are C(C1=CC=CC=C1)OC=1C=C(CN2C(NC(C=3NC(=NC23)C(C)C)=O)=S)C=CC1OC (3-(3-Benzyloxy-4-methoxy-benzyl)-8-isopropyl-2-thioxanthine). The yield is 75.5%. The product is C(C1=CC=CC=C1)OC=1C=C(CN2C=NC(C=3NC(=NC23)C(C)C)=O)C=CC1OC (3-(3-benzyloxy-4-methoxy-benzyl)-8-isopropyl-hypoxanthine). The solvent is C(CC)O (1-propanol). Reported procedure: 3-(3-Benzyloxy-4-methoxy-benzyl)-8-isopropyl-2-thioxanthine (21.83 g, 50 mmole) was heated under reflux in 1-propanol (700 ml) with Raney-nickel (30 g) (pre-treated with 0.1% of aqueous acetic acid). After 4 hours the nickel was filtered off and washed with hot propanol and chloroform. The solution was evaporated to dryness in vacuo. The residue was dissolved in chloroform, extracted with IM sodium carbonate solution, dried (Na2SO4), treated twice with charcoal (0.8 g), filtered and evaporated t... Reagents/catalysts: [Ni] (Raney-nickel). Reaction SMILES: [CH2:1]([O:8][C:9]1[CH:10]=[C:11]([CH:27]=[CH:28][C:29]=1[O:30][CH3:31])[CH2:12][N:13]1[C:21]2[N:20]=[C:19]([CH:22]([CH3:24])[CH3:23])[NH:18][C:17]=2[C:16](=[O:25])[NH:15][C:14]1=S)[C:2]1[CH:7]=[CH:6][CH:5]=[CH:4][CH:3]=1>C(O)CC.[Ni]>[CH2:1]([O:8][C:9]1[CH:10]=[C:11]([CH:27]=[CH:28][C:29]=1[O:30][CH3:31])[CH2:12][N:13]1[C:21]2[N:20]=[C:19]([CH:22]([CH3:24])[CH3:23])[NH:18][C:17]=2[C:16](=[O:25])[N:15]=[CH:14]1)[C:2]1[CH:7]=[CH:6][CH:5]=[CH:4][CH:3]=1. Reactants: CC(C)(CC(=O)N1CCOCC1)NC(OC(C)(C)C)=O (tert-Butyl 2-methyl-4-morpholino-4-oxobutan-2-ylcarbamate), Cl (hydrogen chloride). The solvent is C(C)(=O)OCC (ethyl acetate). Run at time 3 hour. The product is Cl.NC(CC(=O)N1CCOCC1)(C)C (3-Amino-3-methyl-1-morpholinobutan-1-one hydrochloride). Reaction SMILES: [CH3:1][C:2]([NH:13]C(=O)OC(C)(C)C)([CH2:4][C:5]([N:7]1[CH2:12][CH2:11][O:10][CH2:9][CH2:8]1)=[O:6])[CH3:3].[ClH:21]>C(OCC)(=O)C>[ClH:21].[NH2:13][C:2]([CH3:3])([CH3:1])[CH2:4][C:5]([N:7]1[CH2:12][CH2:11][O:10][CH2:9][CH2:8]1)=[O:6] |f:3.4|. Procedure details: tert-Butyl 2-methyl-4-morpholino-4-oxobutan-2-ylcarbamate (0.5 g, 1.7 mmol) was dissolved in a saturated solution of hydrogen chloride in ethyl acetate (20 mL). The mixture was stirred for 3 h. The solvent was removed by reduced pressure to give crude product (0.55 g). The product is CC(C)(C)OC(=O)Nc1nc(C(=NOC2CCCC2)C(=O)O)ns1. RXN SMILES: [C:1]([CH3:2])([CH3:3])([CH3:4])[O:5][C:6](=[O:7])[NH:8][c:9]1[n:10][c:11]([C:14]([C:15](=[O:16])[O:17][CH3:18])=[N:19][O:20][CH:21]2[CH2:22][CH2:23][CH2:24][CH2:25]2)[n:12][s:13]1.[CH3:28][OH:29].[Na+:27].[OH-:26]>>[C:1]([CH3:2])([CH3:3])([CH3:4])[O:5][C:6](=[O:7])[NH:8][c:9]1[n:10][c:11]([C:14]([C:15](=[O:16])[OH:17])=[N:19][O:20][CH:21]2[CH2:22][CH2:23][CH2:24][CH2:25]2)[n:12][s:13]1. Reactants: COC(=O)C(=NOC1CCCC1)c1nsc(NC(=O)OC(C)(C)C)n1, CO, [Na+], [OH-].